Dataset: the Open Reaction Database (ORD), a public repository of structured organic reaction records. Task: describe an organic reaction: reactants, conditions, products, and yield The reactants are CCOC(=O)c1ccc(C(=O)NCc2ccc(Cl)c(Cl)c2)s1, CCO, Cl, [Na+], [OH-], O. The product is O=C(O)c1ccc(C(=O)NCc2ccc(Cl)c(Cl)c2)s1. As a reaction SMILES: [CH2:3]([CH3:4])[O:5][C:6](=[O:7])[c:8]1[s:9][c:10]([C:13]([NH:14][CH2:15][c:16]2[cH:17][c:18]([Cl:23])[c:19]([Cl:22])[cH:20][cH:21]2)=[O:24])[cH:11][cH:12]1.[CH3:26][CH2:27][OH:28].[ClH:25].[Na+:2].[OH-:1].[OH2:29]>>[O:5]=[C:6]([OH:7])[c:8]1[s:9][c:10]([C:13]([NH:14][CH2:15][c:16]2[cH:17][c:18]([Cl:23])[c:19]([Cl:22])[cH:20][cH:21]2)=[O:24])[cH:11][cH:12]1. Starting materials: CC(=O)N1C2CN3OC(O)(C(COC(N)=O)c4c(O)cc(C=O)cc43)C21, CCCCCCCC(=O)Cl, [H-], [Na+], C1CCOC1. Yields the product CCCCCCCC(=O)Oc1cc(C=O)cc2c1C(COC(N)=O)C1(O)ON2CC2C1N2C(C)=O. As a reaction SMILES: [C:1]([NH2:2])([O:3][CH2:4][CH:5]1[c:6]2[c:7]([OH:25])[cH:8][c:9]([CH:23]=[O:24])[cH:10][c:11]2[N:12]2[CH2:13][CH:14]3[N:15]([C:20]([CH3:21])=[O:22])[CH:16]3[C:17]1([OH:19])[O:18]2)=[O:26].[C:29]([CH2:30][CH2:31][CH2:32][CH2:33][CH2:34][CH2:35][CH3:36])(=[O:37])[Cl:38].[H-:27].[Na+:28].[O:39]1[CH2:40][CH2:41][CH2:42][CH2:43]1>>[C:1]([NH2:2])([O:3][CH2:4][CH:5]1[c:6]2[c:7]([O:25][C:29]([CH2:30][CH2:31][CH2:32][CH2:33][CH2:34][CH2:35][CH3:36])=[O:37])[cH:8][c:9]([CH:23]=[O:24])[cH:10][c:11]2[N:12]2[CH2:13][CH:14]3[N:15]([C:20]([CH3:21])=[O:22])[CH:16]3[C:17]1([OH:19])[O:18]2)=[O:26]. Reactants: C1(=CC=CC=C1)NC([C@@H](NC(C(CCC1=CC=CC=C1)CP(=O)(O)CCCCN1C(C2=CC=CC=C2C1=O)=O)=O)CC(C)C)=O ((2-(((4-(1,3-dihydro-1,3-dioxo-2H-isoindol-2-yl)butyl)hydroxyphosphinyl)methyl)-4-phenylbutanoyl)-L-leucine N-phenylamide), [N+](=[N-])=C (Diazomethane), C(C)(=O)O (acetic acid). Solvent: ClCCl (dichloromethane). Conditions: time 10 minute. The product is C1(=CC=CC=C1)NC([C@@H](NC(C(CCC1=CC=CC=C1)CP(=O)(OC)CCCCN1C(C2=CC=CC=C2C1=O)=O)=O)CC(C)C)=O ((2-(((4-(1,3-Dihydro-1,3-dioxo-2H-isoindol-2-yl)butyl)methoxyphosphinyl)methyl)-4-phenylbutanoyl)-L-leucine N-phenylamide). Reaction SMILES: [C:1]1([NH:7][C:8](=[O:45])[C@H:9]([CH2:41][CH:42]([CH3:44])[CH3:43])[NH:10][C:11](=[O:40])[CH:12]([CH2:21][P:22]([CH2:25][CH2:26][CH2:27][CH2:28][N:29]2[C:37](=[O:38])[C:36]3[C:31](=[CH:32][CH:33]=[CH:34][CH:35]=3)[C:30]2=[O:39])([OH:24])=[O:23])[CH2:13][CH2:14][C:15]2[CH:20]=[CH:19][CH:18]=[CH:17][CH:16]=2)[CH:6]=[CH:5][CH:4]=[CH:3][CH:2]=1.[N+](=[CH2:48])=[N-].C(O)(=O)C>ClCCl>[C:1]1([NH:7][C:8](=[O:45])[C@H:9]([CH2:41][CH:42]([CH3:43])[CH3:44])[NH:10][C:11](=[O:40])[CH:12]([CH2:21][P:22]([CH2:25][CH2:26][CH2:27][CH2:28][N:29]2[C:37](=[O:38])[C:36]3[C:31](=[CH:32][CH:33]=[CH:34][CH:35]=3)[C:30]2=[O:39])([O:24][CH3:48])=[O:23])[CH2:13][CH2:14][C:15]2[CH:20]=[CH:19][CH:18]=[CH:17][CH:16]=2)[CH:6]=[CH:5][CH:4]=[CH:3][CH:2]=1. Procedure: A mixture of dichloromethane (100 mL) and (2-(((4-(1,3-dihydro-1,3-dioxo-2H-isoindol-2-yl)butyl)hydroxyphosphinyl)methyl)-4-phenylbutanoyl)-L-leucine N-phenylamide (2.00 g, 3.17 mmol) from Example 1 was warmed to give a clear solution which was then cooled in an ice bath. Diazomethane (0.3M solution in ether) was added until the yellow color persisted and the solution was stired 10 min longer. Glacial acetic acid (0.080 mL, 84 mg, 1.4 mmol) was added to give a colorless solution which was concen... The reactants are C1CCNCC1, CCOC(C)=O, CC=O, [Cl-], CCOC(=O)CC(=O)CCl, Cl, [Na+]. Yields the product CC=C(C(=O)CCl)C(=O)OCC. RXN SMILES: [CH2:14]1[CH2:15][CH2:16][NH:17][CH2:18][CH2:19]1.[CH3:23][CH2:24][O:25][C:26](=[O:27])[CH3:28].[CH:11]([CH3:12])=[O:13].[Cl-:22].[Cl:1][CH2:2][C:3]([CH2:4][C:5](=[O:6])[O:7][CH2:8][CH3:9])=[O:10].[ClH:20].[Na+:21]>>[Cl:1][CH2:2][C:3]([C:4]([C:5](=[O:6])[O:7][CH2:8][CH3:9])=[CH:11][CH3:12])=[O:10]. The reactants are CN(C(OC(C)(C)C)=O)C1CCN(CC1)C1=NC=NC=C1 (tert-Butyl methyl(1-(pyrimidin-4-yl)piperidin-4-yl)carbamate), C(C)(=O)Cl (acetyl chloride). Run in C(C)O (ethanol), C(C)OCC (diethyl ether). Run at temperature 40 celsius, time 2 hour. Yields the product Cl.Cl.CNC1CCN(CC1)C1=NC=NC=C1 (N-Methyl-1-(pyrimidin-4-yl)piperidin-4-amine dihydrochloride). Yield: 96.0%. As a reaction SMILES: [CH3:1][N:2]([CH:10]1[CH2:15][CH2:14][N:13]([C:16]2[CH:21]=[CH:20][N:19]=[CH:18][N:17]=2)[CH2:12][CH2:11]1)C(=O)OC(C)(C)C.C([Cl:25])(=O)C>C(O)C.C(OCC)C>[ClH:25].[ClH:25].[CH3:1][NH:2][CH:10]1[CH2:15][CH2:14][N:13]([C:16]2[CH:21]=[CH:20][N:19]=[CH:18][N:17]=2)[CH2:12][CH2:11]1 |f:4.5.6|. Procedure: tert-Butyl methyl(1-(pyrimidin-4-yl)piperidin-4-yl)carbamate (3.63 mmol, 1 eq) was dissolved in ethanol (13 ml), and acetyl chloride (18.13 mmol, 5.0 eq) was added while cooling with ice. The reaction mixture was then stirred for 2 hours at 40° C. The reaction mixture was concentrated under reduced pressure. A white precipitate formed from the concentrated solution. The suspension was diluted with diethyl ether and stirred for 1 hour at RT. Then the precipitate was filtered off with suction, was... Starting materials: C(C)(C)(C)OC(=O)N(O)C (N-t-butoxycarbonyl-N-methyl hydroxylamine), C1(=C(C(=CC(=C1)C)C)S(=O)(=O)Cl)C (mesitylenesulfonyl chloride), CCOCC (ether). Run in C(C)N(CC)CC (triethylamine). Yields the product C(C)(C)(C)OC(=O)N(OS(=O)(=O)C1=C(C=C(C=C1C)C)C)C (N-t-butoxycarbonyl-N-methyl mesitylenesulfonylhydroxylamine). RXN SMILES: [C:1]([O:5][C:6]([N:8]([CH3:10])[OH:9])=[O:7])([CH3:4])([CH3:3])[CH3:2].[C:11]1([CH3:23])[CH:16]=[C:15]([CH3:17])[CH:14]=[C:13]([CH3:18])[C:12]=1[S:19](Cl)(=[O:21])=[O:20].CCOCC>C(N(CC)CC)C>[C:1]([O:5][C:6]([N:8]([CH3:10])[O:9][S:19]([C:12]1[C:13]([CH3:18])=[CH:14][C:15]([CH3:17])=[CH:16][C:11]=1[CH3:23])(=[O:21])=[O:20])=[O:7])([CH3:4])([CH3:3])[CH3:2]. Reported procedure: A solution of 16 g. of N-t-butoxycarbonyl-N-methyl hydroxylamine and 23.8 g. of mesitylenesulfonyl chloride in 400 ml. of ether was cooled to 0° C. and treated with 15.4 ml. of triethylamine dropwise with stirring. Thirty minutes after the addition was complete, the mixture was filtered, and the filter cake was washed with 2 portions of ether. The filtrate and washings were evaporated to a heavy oil. The oil was dissolved in 40 ml. of benzene, filtered through diatomaceous earth and concentrated... Reactants: C1CCOC1, [Li]CCCC, Cn1ccnc1, Cn1c(=O)cc(-c2cccc(Cl)c2)c2cc(C(=O)c3ccc([N+](=O)[O-])cc3)ccc21, O. Yields the product Cn1cncc1C(O)(c1ccc([N+](=O)[O-])cc1)c1ccc2c(c1)c(-c1cccc(Cl)c1)cc(=O)n2C. RXN SMILES: [CH2:43]1[O:44][CH2:45][CH2:46][CH2:47]1.[CH3:1][CH2:2][CH2:3][CH2:4][Li:5].[CH3:6][n:7]1[cH:8][cH:9][n:10][cH:11]1.[Cl:12][c:13]1[cH:14][c:15](-[c:19]2[cH:20][c:21](=[O:41])[n:22]([CH3:40])[c:23]3[cH:24][cH:25][c:26]([C:29]([c:30]4[cH:31][cH:32][c:33]([N+:36](=[O:37])[O-:38])[cH:34][cH:35]4)=[O:39])[cH:27][c:28]23)[cH:16][cH:17][cH:18]1.[OH2:42]>>[CH3:6][n:7]1[c:8]([C:29]([c:26]2[cH:25][cH:24][c:23]3[n:22]([CH3:40])[c:21](=[O:41])[cH:20][c:19](-[c:15]4[cH:14][c:13]([Cl:12])[cH:18][cH:17][cH:16]4)[c:28]3[cH:27]2)([c:30]2[cH:31][cH:32][c:33]([N+:36](=[O:37])[O-:38])[cH:34][cH:35]2)[OH:39])[cH:9][n:10][cH:11]1. Reactants: Cl.Cl.C(C1=CC=CC=C1)N1CC(CC1)(O)CNC1CC1 (1-benzyl-3-cyclopropylaminomethyl-3-hydroxypyrrolidine dihydrochloride). Reagents/catalysts: [Pd] (palladium). Solvent: CO (methanol). Product: Cl.Cl.C1(CC1)NCC1(CNCC1)O (3-Cyclopropylaminomethyl-3-hydroxypyrrolidine dihydrochloride). As a reaction SMILES: [ClH:1].Cl.C([N:10]1[CH2:14][CH2:13][C:12]([CH2:16][NH:17][CH:18]2[CH2:20][CH2:19]2)([OH:15])[CH2:11]1)C1C=CC=CC=1>CO.[Pd]>[ClH:1].[ClH:1].[CH:18]1([NH:17][CH2:16][C:12]2([OH:15])[CH2:13][CH2:14][NH:10][CH2:11]2)[CH2:20][CH2:19]1 |f:0.1.2,5.6.7|. Procedure: 7.9 g (24.7 mmol) of 1-benzyl-3-cyclopropylaminomethyl-3-hydroxypyrrolidine dihydrochloride in 100 ml of methanol are hydrogenated on 2 g of palladium/active carbon (10%) at 50° C. and 100 bar. The product is filtered off with suction and concentrated, and the residue is triturated with butanol. The crystalline salt is filtered off with suction, washed with acetone and dried. Starting materials: C1(CCCCC1)=O (cyclohexanone), S(O)(O)(=O)=O (sulfuric acid), [N+](=O)([O-])C1=C(C=CC(=C1)[N+](=O)[O-])NN (2,4-DNP), [N+](=O)([O-])C1=C(C=CC(=C1)[N+](=O)[O-])NN (2,4-dinitrophenylhydrazine), O (Water). The solvent is C(C)O (ethanol), C(C)O (ethanol). Reaction conditions: time 8 hour. Yields the product [N+](=O)([O-])C1=C(C=CC(=C1)[N+](=O)[O-])NN=C1CCCCC1 (cyclohexanone 2,4-dinitrophenylhydrazone). Yield: 95.0%. RXN SMILES: S(=O)(=O)(O)O.[N+:6]([C:9]1[CH:14]=[C:13]([N+:15]([O-:17])=[O:16])[CH:12]=[CH:11][C:10]=1[NH:18][NH2:19])([O-:8])=[O:7].O.[C:21]1(=O)[CH2:26][CH2:25][CH2:24][CH2:23][CH2:22]1>C(O)C>[N+:6]([C:9]1[CH:14]=[C:13]([N+:15]([O-:17])=[O:16])[CH:12]=[CH:11][C:10]=1[NH:18][N:19]=[C:21]1[CH2:26][CH2:25][CH2:24][CH2:23][CH2:22]1)([O-:8])=[O:7]. Procedure: Concentrated sulfuric acid (2 mL) and 0.4456 g of 2,4-dinitrophenylhydrazine (2,4-DNP) were combined in a 25-mL Erlenmeyer flask. Water was added (2 to 3 mL) dropwise with swirling until the 2,4-DNP dissolved. This was followed by 10 mL of 95% ethanol. This solution was added, dropwise with swirling, to a solution of cyclohexanone, 0.5725 g, dissolved in 20 mL of 95% ethanol. A precipitate formed within 5 minutes. The mixture was refrigerated overnight. The precipitate was filtered to yield a ye... Reactants: O=C(O)c1ccc2c(c1)Sc1ccc(F)cc1CC2, O=C(O)c1ccc2c(c1)Sc1ccccc1CC2. Product: OCc1ccc2c(c1)Sc1ccc(F)cc1CC2. Reaction SMILES: [F:1][c:2]1[cH:3][cH:4][c:5]2[c:6]([cH:19]1)[CH2:7][CH2:8][c:9]1[c:10]([cH:12][c:13]([C:16](=[O:17])[OH:18])[cH:14][cH:15]1)[S:11]2.[cH:20]1[c:21]2[c:31]([cH:32][c:33]([C:34]([OH:35])=[O:36])[cH:37]1)[S:30][c:29]1[c:24]([cH:25][cH:26][cH:27][cH:28]1)[CH2:23][CH2:22]2>>[F:1][c:2]1[cH:3][cH:4][c:5]2[c:6]([cH:19]1)[CH2:7][CH2:8][c:9]1[c:10]([cH:12][c:13]([CH2:16][OH:17])[cH:14][cH:15]1)[S:11]2.